Task: describe an organic reaction: reactants, conditions, products, and yield. Dataset: the Open Reaction Database (ORD), a public repository of structured organic reaction records Reactants: C=CCOC(=O)N1CCc2nnc(NN)cc2C1, CC(C)=O. The product is C=CCOC(=O)N1CCc2nnc(NN=C(C)C)cc2C1. As a reaction SMILES: [CH2:1]([CH:2]=[CH2:3])[O:4][C:5](=[O:6])[N:7]1[CH2:8][c:9]2[c:10]([n:11][n:12][c:13]([NH:15][NH2:16])[cH:14]2)[CH2:17][CH2:18]1.[CH3:19][C:20]([CH3:21])=[O:22]>>[CH2:1]([CH:2]=[CH2:3])[O:4][C:5](=[O:6])[N:7]1[CH2:8][c:9]2[c:10]([n:11][n:12][c:13]([NH:15][N:16]=[C:20]([CH3:19])[CH3:21])[cH:14]2)[CH2:17][CH2:18]1. Starting materials: C(C)(=O)SCCNC(CCNC([C@@H](C(COP(OP(OC[C@@H]1[C@H]([C@H]([C@@H](O1)N1C=NC=2C(N)=NC=NC12)O)OP(=O)(O)O)(=O)O)(=O)O)(C)C)O)=O)=O (acetyl-CoA), C([C@@H]1[C@H]([C@@H]([C@H]([C@@H](O1)O)O)O)O)OP(=O)(O)O (glucose-6-phosphate), C(C(=O)C)(=O)[O-] (pyruvate). The product is C([C@@H]1[C@H]([C@@H]([C@H]([C@H](O1)O[C@]2([C@H]([C@@H]([C@H](O2)CO)O)O)CO)O)O)O)O (Sucrose). Reaction SMILES: C(SCCNC(=O)CCNC(=O)[C@H](O)C(C)(C)COP(O)(=O)OP(O)(=O)[O:20][CH2:21][C@H:22]1[O:26][C@@H:25](N2C3N=CN=C(N)C=3N=C2)[C@H:24]([OH:37])[C@@H:23]1[O:38]P(O)(O)=O)(=O)C.[CH2:52]([O:63]P(O)(O)=O)[C@H:53]1[O:58][C@@H:57]([OH:59])[C@H:56]([OH:60])[C@@H:55]([OH:61])[C@@H:54]1[OH:62].C([O-])(=O)[C:69](C)=[O:70]>>[CH2:52]([OH:63])[C@H:53]1[O:58][C@H:57]([O:59][C@:22]2([CH2:21][OH:20])[O:26][C@H:25]([CH2:69][OH:70])[C@@H:24]([OH:37])[C@@H:23]2[OH:38])[C@H:56]([OH:60])[C@@H:55]([OH:61])[C@@H:54]1[OH:62]. Procedure: Plant seed oils comprise both neutral and polar lipids (see Table 1). The neutral lipids contain primarily triacylglycerol, which is the main storage lipid that accumulates in oil bodies in seeds. The polar lipids are mainly found in the various membranes of the seed cells, e.g. the endoplasmic reticulum, microsomal membranes, plastidial and mitochondrial membranes and the cell membrane. The neutral and polar lipids contain several common fatty acids (see Table 2) and a range of less common fatt... Starting materials: CCOC(=O)c1nc(C)ccc1Nc1cncnc1, Cc1csc(N)n1. Yields the product Cc1csc(NC(=O)c2nc(C)ccc2Nc2cncnc2)n1. Reaction SMILES: [CH2:1]([O:2][C:4](=[O:5])[c:6]1[n:7][c:8]([CH3:19])[cH:9][cH:10][c:11]1[NH:12][c:13]1[cH:14][n:15][cH:16][n:17][cH:18]1)[CH3:3].[NH2:20][c:21]1[s:22][cH:23][c:24]([CH3:26])[n:25]1>>[C:4](=[O:5])([c:6]1[n:7][c:8]([CH3:19])[cH:9][cH:10][c:11]1[NH:12][c:13]1[cH:14][n:15][cH:16][n:17][cH:18]1)[NH:20][c:21]1[s:22][cH:23][c:24]([CH3:26])[n:25]1. Reactants: COC1=CC=C(C=C1)NC(NC=1SC=C(N1)C(C(=O)OCC)=O)=O (ethyl 2-(3-p-methoxyphenylureido)thiazol-4-ylglyoxylate), S1C(=S)N(C(=O)C1)CC(=O)O (rhodanine-3-acetic acid), [Cl-].[NH4+] (ammonium chloride), N (ammonia). The solvent is C(C)O (ethanol). The product is COC1=CC=C(C=C1)NC(NC=1SC=C(N1)C(C(=O)OCC)=C1C(N(C(S1)=S)CC(=O)O)=O)=O (5-{1-[2-(3-p-Methoxyphenylureido)thiazol-4-yl]-1-ethoxycarbonylmethylene}rhodanine-3-acetic acid). As a reaction SMILES: [CH3:1][O:2][C:3]1[CH:8]=[CH:7][C:6]([NH:9][C:10](=[O:24])[NH:11][C:12]2[S:13][CH:14]=[C:15]([C:17](=O)[C:18]([O:20][CH2:21][CH3:22])=[O:19])[N:16]=2)=[CH:5][CH:4]=1.[S:25]1[CH2:31][C:29](=[O:30])[N:28]([CH2:32][C:33]([OH:35])=[O:34])[C:26]1=[S:27].[Cl-].[NH4+].N>C(O)C>[CH3:1][O:2][C:3]1[CH:8]=[CH:7][C:6]([NH:9][C:10](=[O:24])[NH:11][C:12]2[S:13][CH:14]=[C:15]([C:17](=[C:31]3[S:25][C:26](=[S:27])[N:28]([CH2:32][C:33]([OH:35])=[O:34])[C:29]3=[O:30])[C:18]([O:20][CH2:21][CH3:22])=[O:19])[N:16]=2)=[CH:5][CH:4]=1 |f:2.3|. Reported procedure: Following a procedure similar to that described in Example 1, the desired compound was prepared from 1.75 g of ethyl 2-(3-p-methoxyphenylureido)thiazol-4-ylglyoxylate, 0.95 g of rhodanine-3-acetic acid, 0.5 g of ammonium chloride, 0.5 ml of 28% v/v aqueous ammonia and 20 ml of ethanol. The resulting product was a yellow powder having the following physical properties. The reactants are C(C1=CC=CC=C1)(=O)CCCC(=O)O (4-benzoylbutyric acid), NN (hydrazine), O (water). Run in CCOCC (Et2O), C1(=CC=CC=C1)C (toluene), C1(=CC=CC=C1)C (toluene). Product: C1(=CC=CC=C1)C1=CC=CC(N=N1)=O (7-phenyl-1,2-diazapin-3-one). The yield is 39.0%. As a reaction SMILES: [C:1]([CH2:9][CH2:10][CH2:11][C:12]([OH:14])=O)(=O)[C:2]1[CH:7]=[CH:6][CH:5]=[CH:4][CH:3]=1.O.[NH2:16][NH2:17]>C1(C)C=CC=CC=1.CCOCC>[C:2]1([C:1]2[N:17]=[N:16][C:12](=[O:14])[CH:11]=[CH:10][CH:9]=2)[CH:7]=[CH:6][CH:5]=[CH:4][CH:3]=1. Procedure: To a mixture of 10 g (0.052 mole) of 4-benzoylbutyric acid in 300 ml of toluene, hydrazine was added in one portion and the reaction was heated to reflux until all water had ceased to azeotrope. The reaction mixture was cooled and the toluene was stripped off in vacuo. The residue was dissolved in 200 ml Et2O and washed with H2O (100 ml) and brine (100 ml). The ether extract was dried over anhydrous MgSO4, filtered and stripped to yield an orange semisolid which was triturated with ether to yiel... Run in O (water). The reactants are BrC=1C(=C(C(=O)N)C=CC1)C (3-bromo-2-methylbenzamide), CC1(OB(OC1(C)C)C=1C=C2C=CC(=CC2=CC1)NC(=O)C1=CSC=C1)C (N-(6-(4,4,5,5-tetramethyl-1,3,2-dioxaborolan-2-yl)naphthalen-2-yl)thiophene-3-carboxamide), C(=O)([O-])[O-].[K+].[K+] (K2CO3), O1CCOCC1 (1,4-dioxane). The yield is 29.2%. RXN SMILES: Br[C:2]1[C:3]([CH3:11])=[C:4]([CH:8]=[CH:9][CH:10]=1)[C:5]([NH2:7])=[O:6].CC1(C)C(C)(C)OB([C:20]2[CH:21]=[C:22]3[C:27](=[CH:28][CH:29]=2)[CH:26]=[C:25]([NH:30][C:31]([C:33]2[CH:37]=[CH:36][S:35][CH:34]=2)=[O:32])[CH:24]=[CH:23]3)O1.C([O-])([O-])=O.[K+].[K+].O1CCOCC1>[Pd].O>[C:5]([C:4]1[C:3]([CH3:11])=[C:2]([C:20]2[CH:21]=[C:22]3[C:27](=[CH:28][CH:29]=2)[CH:26]=[C:25]([NH:30][C:31]([C:33]2[CH:37]=[CH:36][S:35][CH:34]=2)=[O:32])[CH:24]=[CH:23]3)[CH:10]=[CH:9][CH:8]=1)(=[O:6])[NH2:7] |f:2.3.4|. Procedure: 3-bromo-2-methylbenzamide (12.5 mg, 0.0584 mmol), N-(6-(4,4,5,5-tetramethyl-1,3,2-dioxaborolan-2-yl)naphthalen-2-yl)thiophene-3-carboxamide (45.8 mg, 0.121 mmol), Fibercat palladium catalyst (Johnson-Matthey, 31.9 mg), and K2CO3 (2 M in water, 0.15 ml, 0.30 mmol) were combined in a microwave reaction vessel and 1,4-dioxane (0.7 ml) was added. The reaction tube was sealed and heated in the microwave (CEM microwave) at 60 Watts and 80 C for 10 minutes and then cooled to room temperature. The react... Yields the product C(N)(=O)C=1C(=C(C=CC1)C=1C=C2C=CC(=CC2=CC1)NC(=O)C1=CSC=C1)C (N-(6-(3-carbamoyl-2-methylphenyl)naphthalen-2-yl)thiophene-3-carboxamide). The reagents and catalysts are [Pd] (palladium). Starting materials: CCO, CC(=O)[O-], Cl, NO, [Na+], O=C1CC(c2ccccc2)C(=O)C(c2ccccc2)N1, O. The product is O=C1CC(c2ccccc2)C(=NO)C(c2ccccc2)N1. RXN SMILES: [CH3:21][CH2:22][OH:23].[CH3:28][C:29](=[O:30])[O-:31].[ClH:24].[NH2:25][OH:26].[Na+:27].[O:1]=[C:2]1[NH:3][CH:4]([c:15]2[cH:16][cH:17][cH:18][cH:19][cH:20]2)[C:5](=[O:14])[CH:6]([c:8]2[cH:9][cH:10][cH:11][cH:12][cH:13]2)[CH2:7]1.[OH2:32]>>[O:1]=[C:2]1[NH:3][CH:4]([c:15]2[cH:16][cH:17][cH:18][cH:19][cH:20]2)[C:5](=[N:25][OH:26])[CH:6]([c:8]2[cH:9][cH:10][cH:11][cH:12][cH:13]2)[CH2:7]1.